From a dataset of the Open Reaction Database (ORD), a public repository of structured organic reaction records. describe an organic reaction: reactants, conditions, products, and yield Reactants: CN(C=1C=C2C(C(=O)OC2=O)=CC1)C (4-dimethylaminophthalic anhydride), C(C)N1C(=CC2=CC=CC=C12)C (1-ethyl-2-methylindole). Product: C(C)N(C1=CC=C(C(=O)C2=C(C(=O)O)C=CC=C2)C=C1)CC (2-(4-diethylaminobenzoyl)benzoic acid). Reaction SMILES: CN(C)[C:3]1[CH:4]=[C:5]2[C:10](=[O:11])[O:9][C:7](=[O:8])[C:6]2=[CH:12][CH:13]=1.[CH2:15]([N:17]1[C:25]2[C:20](=[CH:21][CH:22]=[CH:23][CH:24]=2)[CH:19]=[C:18]1C)[CH3:16]>>[CH2:18]([N:17]([CH2:15][CH3:16])[C:25]1[CH:20]=[CH:21][C:22]([C:10]([C:5]2[CH:4]=[CH:3][CH:13]=[CH:12][C:6]=2[C:7]([OH:9])=[O:8])=[O:11])=[CH:23][CH:24]=1)[CH3:19]. Reported procedure: The keto-glutaric anhydride (I) is reacted mol-for-mol with a compound such as 1-ethyl-2-methylindole (T) in the presence of a catalyst, as previously disclosed, to yield keto-acid (II). Reactants: CC=1SC2=C(N1)CN(C2)S(=O)(=O)C2=CC=C(C=C2)C (2-Methyl-5-[(4-methylphenyl)sulfonyl]-5,6-dihydro-4H-pyrrolo[3,4-d][1,3]thiazole), C1(=CC=CC=C1)O (phenol), CCOCC (ether), Br (hydrogen bromide). The solvent is O (water), O (Water). Conditions: time 10 minute. Product: CC=1SC2=C(N1)CNC2 (2-Methyl-5,6-dihydro-4-H-pyrrolo[3,4-d][1,3]thiazole). As a reaction SMILES: [CH3:1][C:2]1[S:3][C:4]2[CH2:9][N:8](S(C3C=CC(C)=CC=3)(=O)=O)[CH2:7][C:5]=2[N:6]=1.C1(O)C=CC=CC=1.Br.CCOCC>O>[CH3:1][C:2]1[S:3][C:4]2[CH2:9][NH:8][CH2:7][C:5]=2[N:6]=1. Reported procedure: To the product from Step B (100 mg) was added phenol (32 mg) followed by hydrogen bromide solution in water (48%, 2 mL). The mixture was refluxed for 90 min and cooled to ambient temperature Water (2 mL) and ether (5 mL) were added and the mixture stirred for 10 min and the ether layer removed. This wash was repeated and the aqueous layer was then treated with acetonitrile and filtered to give a pale brown solid. The solid was purified by preparative thin layer chromatography using an Analtech® ... The reactants are N1(C=NC=C1)C(=O)N1C=NC=C1 (di(imidazol-1-yl)methanone), BrC=1C(=NNC1)C(=O)O (4-bromo-1H-pyrazole-3-carboxylic acid), CNC (dimethylamine). The solvent is C(Cl)Cl (DCM), C1CCOC1 (THF). Conditions: time 8 hour. The product is BrC=1C(=NNC1)C(=O)N(C)C (4-bromo-N,N-dimethyl-1H-pyrazole-3-carboxamide). Isolated yield 45.8%. As a reaction SMILES: [N:1]1(C(N2C=CN=C2)=O)[CH:5]=CN=[CH:2]1.[Br:13][C:14]1[C:15]([C:19]([OH:21])=O)=[N:16][NH:17][CH:18]=1.CNC>C(Cl)Cl.C1COCC1>[Br:13][C:14]1[C:15]([C:19]([N:1]([CH3:5])[CH3:2])=[O:21])=[N:16][NH:17][CH:18]=1. Procedure: di(imidazol-1-yl)methanone (1910 mg) was added portionwise to a suspension of 4-bromo-1H-pyrazole-3-carboxylic acid (900 mg) in DCM (18 ml).After 2 hours dimethylamine 2M in THF (9.42 ml) was added portionwise and the mixture was stirred overnight. The reaction mixture was purified by preparative HPLC using a Waters X-Bridge reverse-phase column (5 microns silica, 30 mm diameter, 150 mm length) and decreasingly polar mixtures of water (containing 0.2% ammonium carbonate) and acetonitrile as elue... Reactants: BrC1=CC=CC(=N1)C(=O)O (6-bromo-2-pyridinecarboxylic acid), C1=CN(C=N1)C(=O)N2C=CN=C2 (N,N-carbonyldiimidazole), NC1=NN=NN1 (5-aminotetrazole). Yields the product N1N=NN=C1NC(=O)C1=NC(=CC=C1)Br (N-(5-tetrazolyl)-6-bromo-2-pyridinecarboxamide). Isolated yield 56.5%. RXN SMILES: [Br:1][C:2]1[N:7]=[C:6]([C:8]([OH:10])=O)[CH:5]=[CH:4][CH:3]=1.C1N=CN(C(N2C=NC=C2)=O)C=1.[NH2:23][C:24]1[NH:28][N:27]=[N:26][N:25]=1>>[NH:25]1[C:24]([NH:23][C:8]([C:6]2[CH:5]=[CH:4][CH:3]=[C:2]([Br:1])[N:7]=2)=[O:10])=[N:28][N:27]=[N:26]1. Procedure details: 0.89 g of 6-bromo-2-pyridinecarboxylic acid, 0.71 g of N,N-carbonyldiimidazole and 0.41 g of 5-aminotetrazole are treated in the same manner as described in Example 2. The crude product thus obtained is recrystallized from a mixture of dimethylformamide and water, whereby 0.67 g of N-(5-tetrazolyl)-6-bromo-2-pyridinecarboxamide is obtained. Starting materials: N1N=CN=C1 (1,2,4-triazole), ClC=1N=C(C2=C(N1)SC(=C2)[N+](=O)[O-])NCC2=CC(=C(C=C2)OC)OC (2-chloro-6-nitro-4-(3,4-dimethoxybenzylamino)-thieno-[2,3-d]-pyrimidine). RXN SMILES: [NH:1]1[CH:5]=[N:4][CH:3]=[N:2]1.Cl[C:7]1[N:8]=[C:9]([NH:19][CH2:20][C:21]2[CH:26]=[CH:25][C:24]([O:27][CH3:28])=[C:23]([O:29][CH3:30])[CH:22]=2)[C:10]2[CH:15]=[C:14]([N+:16]([O-:18])=[O:17])[S:13][C:11]=2[N:12]=1>>[N:1]1([C:7]2[N:8]=[C:9]([NH:19][CH2:20][C:21]3[CH:26]=[CH:25][C:24]([O:27][CH3:28])=[C:23]([O:29][CH3:30])[CH:22]=3)[C:10]3[CH:15]=[C:14]([N+:16]([O-:18])=[O:17])[S:13][C:11]=3[N:12]=2)[CH:5]=[N:4][CH:3]=[N:2]1. The product is N1(N=CN=C1)C=1N=C(C2=C(N1)SC(=C2)[N+](=O)[O-])NCC2=CC(=C(C=C2)OC)OC (2-(1,2,4-triazol-1-yl)-6-nitro-4-(3,4-dimethoxybenzylamino)-thieno-[2,3-d]-pyrimidine). Reported procedure: Following the procedure of Example 97, the reaction of 1,2,4-triazole with 2-chloro-6-nitro-4-(3,4-dimethoxybenzylamino)-thieno-[2,3-d]-pyrimidine gives 2-(1,2,4-triazol-1-yl)-6-nitro-4-(3,4-dimethoxybenzylamino)-thieno-[2,3-d]-pyrimidine. Reactants: O (Water), ClC1=CC=C(C(=O)NC2C(N(C(SC2(C)C)=S)CCN(C)C)=O)C=C1 (5-(p-chlorobenzamido)-3-(2-dimethylaminoethyl)-6,6-dimethyl-2-thioxo-tetrahydro-2H-1,3-thiazin-4-one). Solvent: C(C)(=O)OCC (ethyl acetate). Reaction conditions: time 5 day. Yields the product ClC1=CC=C(C(=O)N[C@@H](C(C)(C)SC(NCCN(C)C)=S)C(=O)O)C=C1 (N-(p-chlorobenzoyl)-S-(2-dimethylaminoethylthiocarbamoyl)-penicillamine). Reaction SMILES: [OH2:1].[Cl:2][C:3]1[CH:26]=[CH:25][C:6]([C:7]([NH:9][CH:10]2[C:15]([CH3:17])([CH3:16])[S:14][C:13](=[S:18])[N:12]([CH2:19][CH2:20][N:21]([CH3:23])[CH3:22])[C:11]2=[O:24])=[O:8])=[CH:5][CH:4]=1>C(OCC)(=O)C>[Cl:2][C:3]1[CH:26]=[CH:25][C:6]([C:7]([NH:9][C@H:10]([C:11]([OH:1])=[O:24])[C:15]([S:14][C:13](=[S:18])[NH:12][CH2:19][CH2:20][N:21]([CH3:23])[CH3:22])([CH3:17])[CH3:16])=[O:8])=[CH:5][CH:4]=1. Procedure: Water (10 ml) is added to a solution of 30 g of 5-(p-chlorobenzamido)-3-(2-dimethylaminoethyl)-6,6-dimethyl-2-thioxo-tetrahydro-2H-1,3-thiazin-4-one in 600 ml of ethyl acetate. The resulting mixture is stirred at room temperature for 5 days. The precipitate is collected by filtration, and washed with ethyl acetate. Thus is obtained N-(p-chlorobenzoyl)-S-(2-dimethylaminoethylthiocarbamoyl)-penicillamine as white crystals, melting at 142°-143° C. with decomposition. Reactants: C(#N)C1=CC(=C(CNC(C(OCC)C2=C(C=C(C=C2F)OC)F)=O)C=C1)O ((RS)-N-(4-cyano-2-hydroxy-benzyl)-2-(2,6-difluoro-4-methoxy-phenyl)-2-ethoxy-acetamide), ICC(=O)N.C([O-])([O-])=O.[Cs+].[Cs+] (iodoacetamide cesium carbonate). Solvent: CN(C)C=O (DMF). Yields the product C(N)(=O)COC1=C(CNC(C(OCC)C2=C(C=C(C=C2F)OC)F)=O)C=CC(=C1)C#N ((RS)-N-(2-carbamoylmethoxy-4-cyano-benzyl)-2-(2,6-difluoro-4-methoxy-phenyl)-2-ethoxy-acetamide). RXN SMILES: [C:1]([C:3]1[CH:26]=[CH:25][C:6]([CH2:7][NH:8][C:9](=[O:24])[CH:10]([C:14]2[C:19]([F:20])=[CH:18][C:17]([O:21][CH3:22])=[CH:16][C:15]=2[F:23])[O:11][CH2:12][CH3:13])=[C:5]([OH:27])[CH:4]=1)#[N:2].I[CH2:29][C:30]([NH2:32])=[O:31].C(=O)([O-])[O-].[Cs+].[Cs+]>CN(C=O)C>[C:30]([CH2:29][O:27][C:5]1[CH:4]=[C:3]([C:1]#[N:2])[CH:26]=[CH:25][C:6]=1[CH2:7][NH:8][C:9](=[O:24])[CH:10]([C:14]1[C:15]([F:23])=[CH:16][C:17]([O:21][CH3:22])=[CH:18][C:19]=1[F:20])[O:11][CH2:12][CH3:13])(=[O:31])[NH2:32] |f:1.2.3.4|. Reported procedure: In analogy to example 16.4, (RS)-N-(4-cyano-2-hydroxy-benzyl)-2-(2,6-difluoro-4-methoxy-phenyl)-2-ethoxy-acetamide was alkylated with iodoacetamide/cesium carbonate in DMF to give (RS)-N-(2-carbamoylmethoxy-4-cyano-benzyl)-2-(2,6-difluoro-4-methoxy-phenyl)-2-ethoxy-acetamide as a colorless solid. MS 434.3 ([M+H]+)